From a dataset of the Open Reaction Database (ORD), a public repository of structured organic reaction records. describe an organic reaction: reactants, conditions, products, and yield The reactants are C1(CC1)COC1=C(C=CC(=C1)OC)C1=C2C(=NC=C1)C(=C(N2COCC[Si](C)(C)C)C)C(=O)O (7-[2-(cyclopropylmethoxy)-4-methoxyphenyl]-2-methyl-1-{[2-(trimethylsilyl)ethoxy]methyl}-1H-pyrrolo[3,2-b]pyridine-3-carboxylic acid), N[C@H]1CC[C@H](CC1)NC(OC(C)(C)C)=O (tert-butyl cis-(4-amino-cyclohexyl)-carbamate). The product is C1(CC1)COC1=C(C=CC(=C1)OC)C1=C2C(=NC=C1)C(=C(N2COCC[Si](C)(C)C)C)C(=O)N[C@H]2CC[C@H](CC2)NC(OC(C)(C)C)=O (tert-Butyl (cis-4-{[(7-[2-(cyclopropylmethoxy)-4-methoxyphenyl]-2-methyl-1-{[2-(trimethylsilyl)ethoxy]methyl}-1H-pyrrolo[3,2-b]pyridin-3-yl)carbonyl]amino}cyclohexyl)carbamate). Reaction SMILES: [CH:1]1([CH2:4][O:5][C:6]2[CH:11]=[C:10]([O:12][CH3:13])[CH:9]=[CH:8][C:7]=2[C:14]2[CH:19]=[CH:18][N:17]=[C:16]3[C:20]([C:32](O)=[O:33])=[C:21]([CH3:31])[N:22]([CH2:23][O:24][CH2:25][CH2:26][Si:27]([CH3:30])([CH3:29])[CH3:28])[C:15]=23)[CH2:3][CH2:2]1.[NH2:35][C@@H:36]1[CH2:41][CH2:40][C@H:39]([NH:42][C:43](=[O:49])[O:44][C:45]([CH3:48])([CH3:47])[CH3:46])[CH2:38][CH2:37]1>>[CH:1]1([CH2:4][O:5][C:6]2[CH:11]=[C:10]([O:12][CH3:13])[CH:9]=[CH:8][C:7]=2[C:14]2[CH:19]=[CH:18][N:17]=[C:16]3[C:20]([C:32]([NH:35][C@@H:36]4[CH2:41][CH2:40][C@H:39]([NH:42][C:43](=[O:49])[O:44][C:45]([CH3:47])([CH3:46])[CH3:48])[CH2:38][CH2:37]4)=[O:33])=[C:21]([CH3:31])[N:22]([CH2:23][O:24][CH2:25][CH2:26][Si:27]([CH3:30])([CH3:29])[CH3:28])[C:15]=23)[CH2:2][CH2:3]1. Procedure details: Starting from 7-[2-(cyclopropylmethoxy)-4-methoxyphenyl]-2-methyl-1-{[2-(trimethylsilyl)ethoxy]methyl}-1H-pyrrolo[3,2-b]pyridine-3-carboxylic acid (example D.c4) and commercially available tert-butyl cis-(4-amino-cyclohexyl)-carbamate the title compound is obtained as pale yellow viscous oil.